This data is from the Open Reaction Database (ORD), a public repository of structured organic reaction records. The task is: describe an organic reaction: reactants, conditions, products, and yield The reactants are BrC1=C2C=CNC2=CC=C1 (4-bromoindole), FC(C=1C=C(C=CC1)B(O)O)(F)F (3-trifluoromethylphenylboronic acid), [OH-].[Na+] (sodium hydroxide). Reagents/catalysts: [Pd] (Palladium). Run in C1CCOC1 (THF), C(C)(=O)OCC (ethyl acetate). Conditions: temperature 75 celsius, time 16 hour. The product is FC(C=1C=C(C=CC1)C1=C2C=CNC2=CC=C1)(F)F (4-(3-Trifluoromethyl-phenyl)-1H-indole). The yield is 88.8%. As a reaction SMILES: Br[C:2]1[CH:10]=[CH:9][CH:8]=[C:7]2[C:3]=1[CH:4]=[CH:5][NH:6]2.[F:11][C:12]([F:23])([F:22])[C:13]1[CH:14]=[C:15](B(O)O)[CH:16]=[CH:17][CH:18]=1.[OH-].[Na+]>C1COCC1.[Pd].C(OCC)(=O)C>[F:11][C:12]([F:23])([F:22])[C:13]1[CH:18]=[C:17]([C:2]2[CH:10]=[CH:9][CH:8]=[C:7]3[C:3]=2[CH:4]=[CH:5][NH:6]3)[CH:16]=[CH:15][CH:14]=1 |f:2.3|. Reported procedure: To a mixture of 4-bromoindole (3.00 g, 15.3 mmol), and 3-trifluoromethylphenylboronic acid (2.91 g, 15.3 mmol) in THF (52 mL)) were added Palladium catalyst Pd(PPh3)4 (530 mg, 0.46 mmol) and the freshly prepared sodium hydroxide solution (1.84 g, 45.9 mmol in 21 mL water). The system was degassed and then charged with nitrogen. The degas procedure was repeated for three times. The mixture was stirred under nitrogen at 75° C. oil bath for 16 hours. TLC showed the completion of the coupling reacti... As a reaction SMILES: [CH3:1][C:2]1[CH:3]=[C:4]([CH2:9][S:10][C:11]2[CH:16]=[CH:15][CH:14]=[CH:13][N+:12]=2[O-:17])[CH:5]=[CH:6][C:7]=1[CH3:8].C1C=C(Cl)C=C(C(OO)=[O:26])C=1>C(Cl)(Cl)Cl>[CH3:1][C:2]1[CH:3]=[C:4]([CH2:9][S:10]([C:11]2[CH:16]=[CH:15][CH:14]=[CH:13][N+:12]=2[O-:17])=[O:26])[CH:5]=[CH:6][C:7]=1[CH3:8]. The product is CC=1C=C(C=CC1C)CS(=O)C1=[N+](C=CC=C1)[O-] (2-(3,4-Dimethylphenylmethylsulfinyl)pyridine N-oxide). The solvent is C(Cl)(Cl)Cl (chloroform), C(Cl)(Cl)Cl (chloroform). The reactants are CC=1C=C(C=CC1C)CSC1=[N+](C=CC=C1)[O-] (2-(3,4-dimethylphenylmethylthio)pyridine N-oxide), C1=CC(=CC(=C1)Cl)C(=O)OO (MCPBA). Reported procedure: The procedure employed is identical to that of Example 68 using 7.4 gm (0.03 mol) 2-(3,4-dimethylphenylmethylthio)pyridine N-oxide in 50 ml of chloroform with 6 gm (0.03 mol) MCPBA (85%) in 100 ml chloroform. The reactants are C=CCOc1ccc2cc(N(C)C)sc2c1, COc1cc(C(=O)O)ccc1CN(C)C. Product: C=CCOc1ccc2c(C(=O)c3ccc(CN(C)C)c(OC)c3)c(N(C)C)sc2c1. Reaction SMILES: [CH2:1]([CH:2]=[CH2:3])[O:4][c:5]1[cH:6][cH:7][c:8]2[c:9]([s:10][c:11]([N:13]([CH3:14])[CH3:15])[cH:12]2)[cH:16]1.[CH3:17][N:18]([CH3:19])[CH2:20][c:21]1[c:22]([O:30][CH3:31])[cH:23][c:24]([C:25](=[O:26])[OH:27])[cH:28][cH:29]1>>[CH2:1]([CH:2]=[CH2:3])[O:4][c:5]1[cH:6][cH:7][c:8]2[c:9]([s:10][c:11]([N:13]([CH3:14])[CH3:15])[c:12]2[C:25]([c:24]2[cH:23][c:22]([O:30][CH3:31])[c:21]([CH2:20][N:18]([CH3:17])[CH3:19])[cH:29][cH:28]2)=[O:26])[cH:16]1. Starting materials: C(C)(C)(C)C=1C=C(C(=O)O)C=C(C1)C(C)(C)C (3,5-di-t-butylbenzoic acid), IC (iodomethane), O (water), C([O-])([O-])=O.[K+].[K+] (potassium carbonate). The solvent is CN(C=O)C (dimethylformamide). Run at time 2 hour. Product: CC(C)(C)C=1C=C(C(=O)OC)C=C(C1)C(C)(C)C (Methyl 3,5-bis(1,1-dimethylethyl)benzoate). Yield: 97.3%. Reaction SMILES: [C:1]([C:5]1[CH:6]=[C:7]([CH:11]=[C:12]([C:14]([CH3:17])([CH3:16])[CH3:15])[CH:13]=1)[C:8]([OH:10])=[O:9])([CH3:4])([CH3:3])[CH3:2].IC.[C:20](=O)([O-])[O-].[K+].[K+].O>CN(C)C=O>[CH3:2][C:1]([C:5]1[CH:6]=[C:7]([CH:11]=[C:12]([C:14]([CH3:17])([CH3:16])[CH3:15])[CH:13]=1)[C:8]([O:10][CH3:20])=[O:9])([CH3:4])[CH3:3] |f:2.3.4|. Procedure: To a solution of 5.50 g (23.5 mmoles) of 3,5-di-t-butylbenzoic acid in 25 ml of dry dimethylformamide was added 5.01 g (35.3 mmoles) of iodomethane, and then 6.49 g of anhydrous potassium carbonate. After stirring at room temperature for 2 hours, water was added, the mixture was extracted three times with diethyl ether, the combined organic extracts were washed with brine, dried over sodium sulfate, filtered, and evaporated to give 5.68 g of the title compound as a crystalline solid, m.p. 52.0°-... Reactants: CCO, NC1CC1, Nc1nc(Cl)c2ncn(C3COC(COC(=O)c4ccccc4)O3)c2n1. Product: Nc1nc(NC2CC2)c2ncn(C3COC(COC(=O)c4ccccc4)O3)c2n1. As a reaction SMILES: [CH3:31][CH2:32][OH:33].[CH:27]1([NH2:30])[CH2:28][CH2:29]1.[NH2:1][c:2]1[n:3][c:4]([Cl:26])[c:5]2[n:6][cH:7][n:8]([CH:11]3[O:12][CH:13]([CH2:16][O:17][C:18]([c:19]4[cH:20][cH:21][cH:22][cH:23][cH:24]4)=[O:25])[O:14][CH2:15]3)[c:9]2[n:10]1>>[NH2:1][c:2]1[n:3][c:4]([NH:30][CH:27]2[CH2:28][CH2:29]2)[c:5]2[n:6][cH:7][n:8]([CH:11]3[O:12][CH:13]([CH2:16][O:17][C:18]([c:19]4[cH:20][cH:21][cH:22][cH:23][cH:24]4)=[O:25])[O:14][CH2:15]3)[c:9]2[n:10]1. The reactants are OCC1=CC=CC2=NSN=C21 (4-hydroxymethyl-2,1,3-benzothiadiazole). Reagents/catalysts: [Ni] (Raney nickel). The product is NC1=C(CO)C=CC=C1N (2,3-diaminobenzyl alcohol). As a reaction SMILES: [OH:1][CH2:2][C:3]1[C:11]2[C:7](=[N:8]S[N:10]=2)[CH:6]=[CH:5][CH:4]=1>[Ni]>[NH2:10][C:11]1[C:7]([NH2:8])=[CH:6][CH:5]=[CH:4][C:3]=1[CH2:2][OH:1]. Procedure: A procedure for preparing a BBZ ligand and its related metal complex is shown in FIG. 2. The precursor, 4-hydroxymethyl-2,1,3-benzothiadiazole 1,56 was reduced with Raney nickel to yield 2,3-diaminobenzyl alcohol 2. Using the copper acetate coupling conditions,55 the phenylbenzimidazole backbone was formed from reaction of the 2,3-diaminobenzyl alcohol 2 with 2-nitrophenyl-1-carboxaldehyde in 82% yield. The benzyl alcohol group of 3 was oxidized to the corresponding aldehyde by manganese dioxide... The reactants are NC1=CC=C(C(=O)C2=CC=C(C=C2)Cl)C=C1 (4-Amino-4'-chlorobenzophenone), CS(=O)(=O)Cl (methanesulphonyl chloride), Cl (hydrochloric acid). Solvent: N1=CC=CC=C1 (pyridine). Product: ClC1=CC=C(C(=O)C2=CC=C(C=C2)NS(=O)(=O)C)C=C1 (4-chloro-4'-methylsulphonylaminobenzophenone). As a reaction SMILES: [NH2:1][C:2]1[CH:16]=[CH:15][C:5]([C:6]([C:8]2[CH:13]=[CH:12][C:11]([Cl:14])=[CH:10][CH:9]=2)=[O:7])=[CH:4][CH:3]=1.[CH3:17][S:18](Cl)(=[O:20])=[O:19].Cl>N1C=CC=CC=1>[Cl:14][C:11]1[CH:12]=[CH:13][C:8]([C:6]([C:5]2[CH:15]=[CH:16][C:2]([NH:1][S:18]([CH3:17])(=[O:20])=[O:19])=[CH:3][CH:4]=2)=[O:7])=[CH:9][CH:10]=1. Procedure: 4-Amino-4'-chlorobenzophenone (4 g.) was heated under reflux with a mixture of pyridine (15 ml.) and methanesulphonyl chloride (10 g.) for 30 mins. The mixture was then poured into a mixture of ice and hydrochloric acid and then filtered to give 4-chloro-4'-methylsulphonylaminobenzophenone m.p. 198°-200° C. A mixture of this product (2.4 g.) ethyl carbazate (2 g.) and a trace amount of pyridine hydrochloride in ethanol (50 ml.) was heated under reflux for 24 hours. The mixture was then cooled to... The reactants are ClC=1C=C2C(OC(C2=CC1Cl)=O)=O (5,6-dichloroisobenzofuran-1,3-dione), FC1=C(C=C(C=C1)CC(=O)O)C(=O)N1CCC(CC1)OC (2-(4-fluoro-3-(4-methoxypiperidine-1-carbonyl)phenyl)acetic Acid), C(C)(=O)[O-].[Na+] (Sodium acetate), [Al] (aluminium). Run at temperature 240 celsius, time 1 hour. Yields the product ClC=1C=C2/C(/OC(C2=CC1Cl)=O)=C/C1=CC(=C(C=C1)F)C(=O)N1CCC(CC1)OC ((Z)-5,6-dichloro-3-(4-fluoro-3-(4-methoxypiperidine-1-carbonyl)benzylidene)isobenzofuran-1(3H)-one). The yield is 16.9%. Reaction SMILES: [Cl:1][C:2]1[CH:3]=[C:4]2[C:8](=[CH:9][C:10]=1[Cl:11])[C:7](=O)[O:6][C:5]2=[O:13].[F:14][C:15]1[CH:20]=[CH:19][C:18]([CH2:21]C(O)=O)=[CH:17][C:16]=1[C:25]([N:27]1[CH2:32][CH2:31][CH:30]([O:33][CH3:34])[CH2:29][CH2:28]1)=[O:26].C([O-])(=O)C.[Na+].[Al]>>[Cl:11][C:10]1[CH:9]=[C:8]2[C:4](=[CH:3][C:2]=1[Cl:1])[C:5](=[O:13])[O:6]/[C:7]/2=[CH:21]\[C:18]1[CH:19]=[CH:20][C:15]([F:14])=[C:16]([C:25]([N:27]2[CH2:32][CH2:31][CH:30]([O:33][CH3:34])[CH2:29][CH2:28]2)=[O:26])[CH:17]=1 |f:2.3|. Reported procedure: A flask charged with 5,6-dichloroisobenzofuran-1,3-dione (370 mg, 1.71 mmol), 2-(4-fluoro-3-(4-methoxypiperidine-1-carbonyl)phenyl)acetic acid (43) (496 mg, 1.68 mmol) and Sodium acetate (34 mg, 0.41 mmol) was lowered into a pre-heated aluminium block at 210° C. The resulting mixture was heated further and stirred at 240° C. for 1 hour then cooled. The residue was triturated, with sonication, under ethanol (˜25 mL) and solid collected by suction filtration to afford crude product (128 mg, 16.92%...